This data is from the Open Reaction Database (ORD), a public repository of structured organic reaction records. The task is: describe an organic reaction: reactants, conditions, products, and yield Reactants: [Si](C)(C)(C(C)(C)C)O[C@@H]1CO[C@H]2[C@@H]1OC[C@H]2OC2=NC=1C(=NC(=C(C1)Cl)C1=CC=C(C=C1)[C@H]1CC[C@H](CC1)N)N2COCC[Si](C)(C)C ((cis)-4-(4-(2-((3R,3aR,6R,6aS)-6-(tert-butyldimethylsilyloxy)hexahydrofuro[3,2-b]furan-3-yloxy)-6-chloro-3-((2-(trimethylsilyl)ethoxy)methyl)-3H-imidazo[4,5-b]pyridin-5-yl)phenyl)cyclohexanamine), ClC(=O)OC(C)C (isopropyl chloroformate), Intermediate 8. The product is [Si](C)(C)(C(C)(C)C)O[C@@H]1CO[C@H]2[C@@H]1OC[C@H]2OC2=NC=1C(=NC(=C(C1)Cl)C1=CC=C(C=C1)[C@H]1CC[C@H](CC1)NC(OC(C)C)=O)N2COCC[Si](C)(C)C (Isopropyl (cis)-4-(4-(2-((3R,3aR,6R,6aS)-6-(tert-butyldimethylsilyloxy)hexahydrofuro-[3,2-b]furan-3-yloxy)-6-chloro-3-((2-(trimethylsilyl)ethoxy)methyl)-3H-imidazo[4,5-b]-pyridin-5-yl)phenyl)cyclohexylcarbamate). Reaction SMILES: [Si:1]([O:8][C@H:9]1[C@H:13]2[O:14][CH2:15][C@@H:16]([O:17][C:18]3[N:40]([CH2:41][O:42][CH2:43][CH2:44][Si:45]([CH3:48])([CH3:47])[CH3:46])[C:21]4=[N:22][C:23]([C:27]5[CH:32]=[CH:31][C:30]([C@@H:33]6[CH2:38][CH2:37][C@H:36]([NH2:39])[CH2:35][CH2:34]6)=[CH:29][CH:28]=5)=[C:24]([Cl:26])[CH:25]=[C:20]4[N:19]=3)[C@H:12]2[O:11][CH2:10]1)([C:4]([CH3:7])([CH3:6])[CH3:5])([CH3:3])[CH3:2].Cl[C:50]([O:52][CH:53]([CH3:55])[CH3:54])=[O:51]>>[Si:1]([O:8][C@H:9]1[C@H:13]2[O:14][CH2:15][C@@H:16]([O:17][C:18]3[N:40]([CH2:41][O:42][CH2:43][CH2:44][Si:45]([CH3:48])([CH3:47])[CH3:46])[C:21]4=[N:22][C:23]([C:27]5[CH:32]=[CH:31][C:30]([C@@H:33]6[CH2:38][CH2:37][C@H:36]([NH:39][C:50](=[O:51])[O:52][CH:53]([CH3:55])[CH3:54])[CH2:35][CH2:34]6)=[CH:29][CH:28]=5)=[C:24]([Cl:26])[CH:25]=[C:20]4[N:19]=3)[C@H:12]2[O:11][CH2:10]1)([C:4]([CH3:6])([CH3:7])[CH3:5])([CH3:3])[CH3:2]. Procedure details: The title compound is prepared from (cis)-4-(4-(2-((3R,3aR,6R,6aS)-6-(tert-butyldimethylsilyloxy)hexahydrofuro[3,2-b]furan-3-yloxy)-6-chloro-3-((2-(trimethylsilyl)ethoxy)methyl)-3H-imidazo[4,5-b]pyridin-5-yl)phenyl)cyclohexanamine and isopropyl chloroformate following a procedure analogous to that described for Intermediate 8.